From a dataset of the Open Reaction Database (ORD), a public repository of structured organic reaction records. describe an organic reaction: reactants, conditions, products, and yield The reactants are FC1=CC=C(C[C@@H]2N(CC[C@H](C2)C2=CC(NO2)=O)C(=O)OC)C=C1 (Trans-methyl 2-(4-fluorobenzyl)-4-(3-oxo-2,3-dihydroisoxazol-5-yl)piperidine-1-carboxylate), C(C)#N (acetonitrile), CCO (EtOH). The solvent is C(=O)=O (CO2). Product: FC1=CC=C(C[C@H]2N(CC[C@@H](C2)C2=CC(NO2)=O)C(=O)OC)C=C1 ((2S,4S)-methyl 2-(4-fluorobenzyl)-4-(3-oxo-2,3-dihydroisoxazol-5-yl)-piperidine-1-carboxylate). Isolated yield 30.3%. RXN SMILES: [F:1][C:2]1[CH:24]=[CH:23][C:5]([CH2:6][C@H:7]2[CH2:12][C@H:11]([C:13]3[O:17][NH:16][C:15](=[O:18])[CH:14]=3)[CH2:10][CH2:9][N:8]2[C:19]([O:21][CH3:22])=[O:20])=[CH:4][CH:3]=1.CCO.C(#N)C>C(=O)=O>[F:1][C:2]1[CH:3]=[CH:4][C:5]([CH2:6][C@@H:7]2[CH2:12][C@@H:11]([C:13]3[O:17][NH:16][C:15](=[O:18])[CH:14]=3)[CH2:10][CH2:9][N:8]2[C:19]([O:21][CH3:22])=[O:20])=[CH:23][CH:24]=1. Reported procedure: Trans-methyl 2-(4-fluorobenzyl)-4-(3-oxo-2,3-dihydroisoxazol-5-yl)piperidine-1-carboxylate (0.268 g, 0.8 mmol) was subjected to chiral preparative HPLC (Column: Chiralcel OJ (250×30), 5 μm particle size, mobile phase: 10% EtOH in CO2 (175 bar), flow rate 150 mL/min) to yield (2S,4S)-methyl 2-(4-fluorobenzyl)-4-(3-oxo-2,3-dihydroisoxazol-5-yl)-piperidine-1-carboxylate (81 mg, 30%), Chiral purity 99.8% ee, Optical rotation [α]D20=+29.3 (acetonitrile, c=1) Run in CO (MeOH), CO (methanol), O (H2O), O (H2O), ice H2O. Reaction SMILES: [CH3:1][O:2][C:3]1[CH:4]=[C:5]([CH:8]=[C:9]([O:11][CH3:12])[CH:10]=1)[CH:6]=O.[N+:13]([CH3:16])([O-:15])=[O:14].[OH-].[Na+].Cl>O.CO>[CH3:1][O:2][C:3]1[CH:4]=[C:5](/[CH:6]=[CH:16]/[N+:13]([O-:15])=[O:14])[CH:8]=[C:9]([O:11][CH3:12])[CH:10]=1 |f:2.3|. Product: COC=1C=C(C=C(C1)OC)\C=C\[N+](=O)[O-] (trans-1-(3,5-Dimethoxyphenyl)-2-nitroethylene). Reactants: COC=1C=C(C=O)C=C(C1)OC (3,5-dimethoxybenzaldehyde), Cl (HCl), ice water, [N+](=O)([O-])C (nitromethane), [OH-].[Na+] (NaOH). Procedure details: A solution of 3,5-dimethoxybenzaldehyde (34.5 g., 0.208 mole) and nitromethane (12.69 g., 0.208 mole) in 40 ml. of MeOH was cooled to 0° under N2. A solution was prepared by dissolving NaOH (8.43 g., 0.211 mole) in 10 ml. of H2O then diluting to 20 ml. with ice-water. This solution was then added dropwise to the methanol mixture. After 15 minutes the reaction was diluted with ice-H2O and added slowly to a solution of 40 ml. concentrated HCl in 60 ml. H2O. The resulting precipitate (44 g.) was fi... The reactants are [BH4-], CO, CC(=O)c1ccc2c(c1)CCCCO2, [Na+]. The product is CC(O)c1ccc2c(c1)CCCCO2. RXN SMILES: [BH4-:15].[CH3:17][OH:18].[CH3:1][C:2](=[O:3])[c:4]1[cH:5][cH:6][c:7]2[c:8]([cH:14]1)[CH2:9][CH2:10][CH2:11][CH2:12][O:13]2.[Na+:16]>>[CH3:1][CH:2]([OH:3])[c:4]1[cH:5][cH:6][c:7]2[c:8]([cH:14]1)[CH2:9][CH2:10][CH2:11][CH2:12][O:13]2. Starting materials: COC1C(C)OC(ON)C(OC)C1OC, CCO, O=Cc1ccc(-c2cn(-c3ccc(OC(F)(F)F)cc3)cn2)cc1. The product is COC1C(C)OC(ON=Cc2ccc(-c3cn(-c4ccc(OC(F)(F)F)cc4)cn3)cc2)C(OC)C1OC. As a reaction SMILES: [CH3:25][O:26][CH:27]1[CH:28]([O:38][NH2:39])[O:29][CH:30]([CH3:37])[CH:31]([O:35][CH3:36])[CH:32]1[O:33][CH3:34].[CH3:40][CH2:41][OH:42].[F:1][C:2]([O:3][c:4]1[cH:5][cH:6][c:7](-[n:10]2[cH:11][n:12][c:13](-[c:15]3[cH:16][cH:17][c:18]([CH:19]=[O:20])[cH:21][cH:22]3)[cH:14]2)[cH:8][cH:9]1)([F:23])[F:24]>>[F:1][C:2]([O:3][c:4]1[cH:5][cH:6][c:7](-[n:10]2[cH:11][n:12][c:13](-[c:15]3[cH:16][cH:17][c:18]([CH:19]=[N:39][O:38][CH:28]4[CH:27]([O:26][CH3:25])[CH:32]([O:33][CH3:34])[CH:31]([O:35][CH3:36])[CH:30]([CH3:37])[O:29]4)[cH:21][cH:22]3)[cH:14]2)[cH:8][cH:9]1)([F:23])[F:24].